Dataset: the Open Reaction Database (ORD), a public repository of structured organic reaction records. Task: describe an organic reaction: reactants, conditions, products, and yield The reactants are ClCCl, CC(C)(C)OC(=O)Nc1ccc(CO)cc1, O=S(Cl)Cl, c1ccncc1. The product is CC(C)(C)OC(=O)Nc1ccc(CCl)cc1. RXN SMILES: [Cl:27][CH2:28][Cl:29].[OH:1][CH2:2][c:3]1[cH:4][cH:5][c:6]([NH:9][C:10]([O:11][C:12]([CH3:13])([CH3:14])[CH3:15])=[O:16])[cH:7][cH:8]1.[S:23]([Cl:24])([Cl:25])=[O:26].[cH:17]1[cH:18][cH:19][n:20][cH:21][cH:22]1>>[CH2:2]([c:3]1[cH:4][cH:5][c:6]([NH:9][C:10]([O:11][C:12]([CH3:13])([CH3:14])[CH3:15])=[O:16])[cH:7][cH:8]1)[Cl:25]. The reactants are C1CCOC1, CCCCCC, [Li]CCCC, Cc1cccc(C)n1, O=C(Cl)c1ccc2nccnc2c1. Product: Cc1cccc(CC(=O)c2ccc3nccnc3c2)n1. As a reaction SMILES: [CH2:33]1[O:34][CH2:35][CH2:36][CH2:37]1.[CH3:14][CH2:15][CH2:16][CH2:17][CH2:18][CH3:19].[CH3:9][CH2:10][CH2:11][CH2:12][Li:13].[n:1]1[c:2]([CH3:8])[cH:3][cH:4][cH:5][c:6]1[CH3:7].[n:20]1[cH:21][cH:22][n:23][c:24]2[cH:25][c:26]([C:30](=[O:31])[Cl:32])[cH:27][cH:28][c:29]12>>[n:1]1[c:2]([CH2:8][C:30]([c:26]2[cH:25][c:24]3[n:23][cH:22][cH:21][n:20][c:29]3[cH:28][cH:27]2)=[O:31])[cH:3][cH:4][cH:5][c:6]1[CH3:7]. The reactants are COC(=O)C1=NN(C(=N1)CN(C)C)C1=C(C=C(C=C1)Cl)C(C1=C(C=CC=C1)Cl)=O (1-[2-(o-chlorobenzoyl)-4-chlorophenyl]-5-[(dimethylamino)-methyl]-1H-1,2,4-triazole-3-carboxylic acid methyl ester), N (ammonia). Run in CO (methanol). Reaction conditions: time 16 hour. Product: ClC1=C(C(=O)C2=C(C=CC(=C2)Cl)N2N=C(N=C2CN(C)C)C(=O)N)C=CC=C1 (1-[2-(o-chlorobenzoyl)-4-chlorophenyl]-5-[(dimethylamino)-methyl]-1H-1,2,4-triazole-3-carboxamide). RXN SMILES: C[O:2][C:3]([C:5]1[N:9]=[C:8]([CH2:10][N:11]([CH3:13])[CH3:12])[N:7]([C:14]2[CH:19]=[CH:18][C:17]([Cl:20])=[CH:16][C:15]=2[C:21](=[O:29])[C:22]2[CH:27]=[CH:26][CH:25]=[CH:24][C:23]=2[Cl:28])[N:6]=1)=O.[NH3:30]>CO>[Cl:28][C:23]1[CH:24]=[CH:25][CH:26]=[CH:27][C:22]=1[C:21]([C:15]1[CH:16]=[C:17]([Cl:20])[CH:18]=[CH:19][C:14]=1[N:7]1[C:8]([CH2:10][N:11]([CH3:12])[CH3:13])=[N:9][C:5]([C:3]([NH2:30])=[O:2])=[N:6]1)=[O:29]. Procedure details: 8.66 g (0.020 mole) of 1-[2-(o-chlorobenzoyl)-4-chlorophenyl]-5-[(dimethylamino)-methyl]-1H-1,2,4-triazole-3-carboxylic acid methyl ester is covered over with 400 ml of methanol and 80 ml of concentrated aqueous ammonia solution. The reaction solution is stirred for 16 hours at room temperature, and thereupon concentrated in vacuo to dryness. Water is added to the residue and extraction is performed twice with methylene chloride. The organic phase is washed twice with ice-cold 1 N sodium hydroxi... As a reaction SMILES: [CH3:34][CH2:35][N:36]=[C:37]=[N:38][CH2:39][CH2:40][CH2:41][N:42]([CH3:43])[CH3:44].[CH:1]([N:2]([CH2:3][CH3:4])[CH:5]([CH3:6])[CH3:7])([CH3:8])[CH3:9].[ClH:45].[ClH:46].[NH2:47][CH2:48][C:49](=[O:50])[N:51]1[CH2:52][CH2:53][CH:54]([O:57][c:58]2[c:59]([F:68])[cH:60][cH:61][c:62]([C:64]([F:65])([F:66])[F:67])[cH:63]2)[CH2:55][CH2:56]1.[O:69]=[CH:70][N:71]([CH3:72])[CH3:73].[OH2:74].[OH:24][n:25]1[c:26]2[c:27]([cH:28][cH:29][cH:30][cH:31]2)[n:32][n:33]1.[c:10]1(-[c:16]2[cH:17][c:18]([C:21](=[O:22])[OH:23])[n:19][nH:20]2)[cH:11][cH:12][cH:13][cH:14][cH:15]1>>[c:10]1(-[c:16]2[cH:17][c:18]([C:21](=[O:23])[NH:47][CH2:48][C:49](=[O:50])[N:51]3[CH2:52][CH2:53][CH:54]([O:57][c:58]4[c:59]([F:68])[cH:60][cH:61][c:62]([C:64]([F:65])([F:66])[F:67])[cH:63]4)[CH2:55][CH2:56]3)[n:19][nH:20]2)[cH:11][cH:12][cH:13][cH:14][cH:15]1. Reactants: CCN=C=NCCCN(C)C, CCN(C(C)C)C(C)C, Cl, Cl, NCC(=O)N1CCC(Oc2cc(C(F)(F)F)ccc2F)CC1, CN(C)C=O, O, On1nnc2ccccc21, O=C(O)c1cc(-c2ccccc2)[nH]n1. Yields the product O=C(NCC(=O)N1CCC(Oc2cc(C(F)(F)F)ccc2F)CC1)c1cc(-c2ccccc2)[nH]n1. The reactants are O=C1CC(c2ccccc2)Oc2ccc(Br)cc21, C1CCOC1, [Li]CCCC. The product is C=C1CC(c2ccccc2)Oc2ccc(Br)cc21. As a reaction SMILES: [Br:6][c:7]1[cH:8][c:9]2[c:14]([cH:15][cH:16]1)[O:13][CH:12]([c:17]1[cH:18][cH:19][cH:20][cH:21][cH:22]1)[CH2:11][C:10]2=[O:23].[CH2:24]1[O:25][CH2:26][CH2:27][CH2:28]1.[CH3:1][CH2:2][CH2:3][CH2:4][Li:5]>>[CH2:1]=[C:10]1[c:9]2[cH:8][c:7]([Br:6])[cH:16][cH:15][c:14]2[O:13][CH:12]([c:17]2[cH:18][cH:19][cH:20][cH:21][cH:22]2)[CH2:11]1. Reactants: ON1C(C=2C(C1=O)=CC=CC2)=O (N-hydroxypthalimide), C1(CCCC1)Br (cyclopentylbromide), CCCCCCC=CCCC (undec-7-ene). The solvent is CN(C=O)C (dimethylformamide). Conditions: temperature 55 celsius, time 1.5 hour. The product is C1(CCCC1)ON1C(C2=CC=CC=C2C1=O)=O (2-(cyclopentyloxy)-1H-isoindole-1,3(2H)-dione). Yield: 80.2%. RXN SMILES: [OH:1][N:2]1[C:6](=[O:7])[C:5]2=[CH:8][CH:9]=[CH:10][CH:11]=[C:4]2[C:3]1=[O:12].[CH:13]1(Br)[CH2:17][CH2:16][CH2:15][CH2:14]1.CCCCCCC=CCCC>CN(C)C=O>[CH:13]1([O:1][N:2]2[C:3](=[O:12])[C:4]3[C:5](=[CH:8][CH:9]=[CH:10][CH:11]=3)[C:6]2=[O:7])[CH2:17][CH2:16][CH2:15][CH2:14]1. Procedure: A mixture of N-hydroxypthalimide (10.00 g, 61.3 mmol), cyclopentylbromide (8.21 mL, 76.63 mmol), and 1,8-diazabicyclo)5.4.0]undec-7-ene (13.75 mL, 76.6 mmol) were combined under an Argon atmosphere in dimethylformamide (50 mL). The mixture was heated to 55° C. and stirred vigorously for 1.5 hours. After cooling to ambient temperature, the solvent was removed in vacuo and the residue was partitioned between ethyl acetate and 1N hydrochloric acid. After separating the phases, the aqueous layer was... Reactants: ClC(=O)OCC1=CC=CC=C1 (Benzyl chloroformate), N[C@H]1[C@@H](COC1)O (trans-4-aminotetrahydrofuran-3-ol), C([O-])([O-])=O.[Na+].[Na+] (sodium carbonate), O1CCCC1 (tetrahydrofuran). The solvent is O (water). Conditions: temperature 0 celsius. Yields the product O[C@H]1[C@@H](COC1)NC(OCC1=CC=CC=C1)=O (benzyl trans-4-hydroxytetrahydrofuran-3-ylcarbamate). Isolated yield 59.0%. As a reaction SMILES: [NH2:1][C@@H:2]1[CH2:6][O:5][CH2:4][C@H:3]1[OH:7].C(=O)([O-])[O-].[Na+].[Na+].O1CCCC1.Cl[C:20]([O:22][CH2:23][C:24]1[CH:29]=[CH:28][CH:27]=[CH:26][CH:25]=1)=[O:21]>O>[OH:7][C@@H:3]1[CH2:4][O:5][CH2:6][C@H:2]1[NH:1][C:20](=[O:21])[O:22][CH2:23][C:24]1[CH:29]=[CH:28][CH:27]=[CH:26][CH:25]=1 |f:1.2.3|. Reported procedure: A mixture of the crude trans-4-aminotetrahydrofuran-3-ol (from Step 1), sodium carbonate (7.68 g, 72.5 mmol), tetrahydrofuran (100 mL) and water (100 mL) was cooled to 0° C. and stirred vigorously. Benzyl chloroformate (9.48 mL, 66.4 mmol) was added dropwise. The resulting mixture was stirred at room temperature for 2 h. The organic solvent was removed in vacuo. The aqueous residue was diluted with water (50 mL) and extracted with ethyl acetate (3×70 mL). The combined extracts were dried (MgSO4)... The reactants are CCOC(Cc1ccc(OCc2csc(-c3ccc(Cl)cc3)n2)cc1CC)C(=O)OC, [Li+], [OH-]. The product is CCOC(Cc1ccc(OCc2csc(-c3ccc(Cl)cc3)n2)cc1CC)C(=O)O. As a reaction SMILES: [CH3:1][O:2][C:3]([CH:4]([CH2:5][c:6]1[c:7]([CH2:26][CH3:27])[cH:8][c:9]([O:12][CH2:13][c:14]2[n:15][c:16](-[c:19]3[cH:20][cH:21][c:22]([Cl:25])[cH:23][cH:24]3)[s:17][cH:18]2)[cH:10][cH:11]1)[O:28][CH2:29][CH3:30])=[O:31].[Li+:33].[OH-:32]>>[O:2]=[C:3]([CH:4]([CH2:5][c:6]1[c:7]([CH2:26][CH3:27])[cH:8][c:9]([O:12][CH2:13][c:14]2[n:15][c:16](-[c:19]3[cH:20][cH:21][c:22]([Cl:25])[cH:23][cH:24]3)[s:17][cH:18]2)[cH:10][cH:11]1)[O:28][CH2:29][CH3:30])[OH:31]. Starting materials: C([O-])(O)=O.[Na+] (sodium bicarbonate), ClC1=CC(=CC=C1)C(=O)OO (m-chloroperbenzoic acid), S(=S)(=O)([O-])[O-].[Na+].[Na+] (sodium thiosulfate), C(C)OC1=CC=C(C=C1)C=1C=CC2=C(C=C(CCS2)C(=O)NC2=CC=C(C=C2)CN(C2CCOCC2)C)C1 (7-(4-ethoxyphenyl)-N-[4-[[N-methyl-N-(tetrahydropyran-4-yl)amino]methyl]phenyl]-2,3-dihydro-1-benzothiepine-4-carboxamide). Solvent: C(Cl)Cl (methylene chloride). Conditions: temperature -30 celsius, time 30 minute. Product: C(C)OC1=CC=C(C=C1)C=1C=CC2=C(C=C(CCS2=O)C(=O)NC2=CC=C(C=C2)CN(C2CCOCC2)C)C1 (7-(4-ethoxyphenyl)-N-[4-[[N-methyl-N-(tetrahydropyran-4-yl)amino]methyl]phenyl]-1-oxo-2,3-dihydro-1-benzothiepine-4-carboxamide). The yield is 13.7%. Reaction SMILES: [CH2:1]([O:3][C:4]1[CH:9]=[CH:8][C:7]([C:10]2[CH:11]=[CH:12][C:13]3[S:19][CH2:18][CH2:17][C:16]([C:20]([NH:22][C:23]4[CH:28]=[CH:27][C:26]([CH2:29][N:30]([CH3:37])[CH:31]5[CH2:36][CH2:35][O:34][CH2:33][CH2:32]5)=[CH:25][CH:24]=4)=[O:21])=[CH:15][C:14]=3[CH:38]=2)=[CH:6][CH:5]=1)[CH3:2].ClC1C=CC=C(C(OO)=[O:47])C=1.S([O-])([O-])(=O)=S.[Na+].[Na+].C(=O)(O)[O-].[Na+]>C(Cl)Cl>[CH2:1]([O:3][C:4]1[CH:5]=[CH:6][C:7]([C:10]2[CH:11]=[CH:12][C:13]3[S:19](=[O:47])[CH2:18][CH2:17][C:16]([C:20]([NH:22][C:23]4[CH:28]=[CH:27][C:26]([CH2:29][N:30]([CH3:37])[CH:31]5[CH2:36][CH2:35][O:34][CH2:33][CH2:32]5)=[CH:25][CH:24]=4)=[O:21])=[CH:15][C:14]=3[CH:38]=2)=[CH:8][CH:9]=1)[CH3:2] |f:2.3.4,5.6|. Procedure details: In methylene chloride (6 ml) was dissolved 7-(4-ethoxyphenyl)-N-[4-[[N-methyl-N-(tetrahydropyran-4-yl)amino]methyl]phenyl]-2,3-dihydro-1-benzothiepine-4-carboxamide (199 mg). To the mixture was added at −30° C. m-chloroperbenzoic acid (93 mg), and the mixture was stirred at −30° C. for 30 minutes and added to an aqueous solution of saturated sodium thiosulfate. To the mixture was added saturated sodium bicarbonate solution, and the mixture was extracted with ethyl acetate, washed with saturated ... The reactants are CC(C)(C)P(c1ccccc1-c1ccccc1)C(C)(C)C, O=C1CCC(=O)C1, C1CCOC1, Fc1ccc(Cl)cc1, [K+], [K+], [K+], CC(=O)[O-], CC(=O)[O-], O=P([O-])([O-])[O-], [Pd+2]. The product is O=C1CCC(=O)C1c1ccc(F)cc1. Reaction SMILES: [C:16]([P:17]([C:18]([CH3:19])([CH3:20])[CH3:21])[c:22]1[cH:23][cH:24][cH:25][cH:26][c:27]1-[c:28]1[cH:29][cH:30][cH:31][cH:32][cH:33]1)([CH3:34])([CH3:35])[CH3:36].[C:9]1(=[O:15])[CH2:10][C:11](=[O:14])[CH2:12][CH2:13]1.[CH2:54]1[O:55][CH2:56][CH2:57][CH2:58]1.[Cl:37][c:38]1[cH:39][cH:40][c:41]([F:44])[cH:42][cH:43]1.[K+:6].[K+:7].[K+:8].[O-:46][C:47]([CH3:48])=[O:49].[O-:50][C:51]([CH3:52])=[O:53].[P:1]([O-:2])([O-:3])([O-:4])=[O:5].[Pd+2:45]>>[C:9]1(=[O:15])[CH:10]([c:38]2[cH:39][cH:40][c:41]([F:44])[cH:42][cH:43]2)[C:11](=[O:14])[CH2:12][CH2:13]1.